Dataset: the Open Reaction Database (ORD), a public repository of structured organic reaction records. Task: describe an organic reaction: reactants, conditions, products, and yield The product is ClC1=CC=CC2=C1NC(CS2)=O (5-chloro-2,3-dihydro-1,4-benzothiazine-3-one). Isolated yield 95.3%. Procedure: 2-Amino-3-chlorothiophenol (2.5 g) was dissolved in a solution of sodium hydroxide (690 mg) in water (40 ml), and bromoacetic acid (2.4 g) was added thereto with stirring. After stirring at 70° C. for 3 hours, the precipitated crystals were filtered, washed with water and dried to obtain 2.98 g of the objective 5-chloro-2,3-dihydro-1,4-benzothiazine-3-one (m.p. 160°-161° C.). Starting materials: NC1=C(C=CC=C1Cl)S (2-Amino-3-chlorothiophenol), BrCC(=O)O (bromoacetic acid). Reaction SMILES: [NH2:1][C:2]1[C:7]([Cl:8])=[CH:6][CH:5]=[CH:4][C:3]=1[SH:9].Br[CH2:11][C:12](O)=[O:13]>[OH-].[Na+].O>[Cl:8][C:7]1[C:2]2[NH:1][C:12](=[O:13])[CH2:11][S:9][C:3]=2[CH:4]=[CH:5][CH:6]=1 |f:2.3|. Solvent: [OH-].[Na+] (sodium hydroxide), O (water). The reactants are [Mg] (magnesium), CI (methyl iodide), C12C(CC(CC1)C2)=O (Norbornanone), saturated aqueous solution, [Cl-].[NH4+] (ammonium chloride). The solvent is C(C)OCC (diethyl ether). Yields the product Grignard reagent, CC1(C2CCC(C1)C2)O (2-methyl-2-norbornanol). Isolated yield 97.0%. RXN SMILES: [Mg].[CH3:2]I.[CH:4]12[CH2:10][CH:7]([CH2:8][CH2:9]1)[CH2:6][C:5]2=[O:11].[Cl-].[NH4+]>C(OCC)C>[CH3:2][C:5]1([OH:11])[CH2:6][CH:7]2[CH2:10][CH:4]1[CH2:9][CH2:8]2 |f:3.4|. Procedure details: A Grignard reagent was prepared from 96 g (4.0M) of magnesium flakes and 553.0 g (3.9M) of methyl iodide in 600 ml of absolute diethyl ether under a nitrogen gas stream in the conventional manner. 225.0 g (2.05M) of norbornanone (I) (manufactured by Aldrich Chemical Co., Inc.) was added dropwise thereto at room temperature and the resulting mixture was stirred at room temperature over night. The reaction mixture was poured into 800 ml of a saturated aqueous solution of ammonium chloride. The org... Reactants: NC1=CC(=C(C=C1)C1=CC=C(N1C)C#N)C(F)(F)F (5-[4-amino-2-(trifluoromethyl)phenyl]-1-methyl-1H-pyrrole-2-carbonitrile), C(C)(C)S(=O)(=O)Cl (isopropyl sulfonyl chloride), N1=CC=CC=C1 (pyridine). Run in O (water). Run at temperature 100 celsius. The product is C(#N)C1=CC=C(N1C)C1=C(C=C(C=C1)NS(=O)(=O)C(C)C)C(F)(F)F (N-[4-(5-cyano-1-methyl-1H-pyrrol-2-yl)-3-(trifluoromethyl)phenyl]-propane-2-sulfonamide). The yield is 10.8%. As a reaction SMILES: [NH2:1][C:2]1[CH:7]=[CH:6][C:5]([C:8]2[N:12]([CH3:13])[C:11]([C:14]#[N:15])=[CH:10][CH:9]=2)=[C:4]([C:16]([F:19])([F:18])[F:17])[CH:3]=1.[CH:20]([S:23](Cl)(=[O:25])=[O:24])([CH3:22])[CH3:21].N1C=CC=CC=1>O>[C:14]([C:11]1[N:12]([CH3:13])[C:8]([C:5]2[CH:6]=[CH:7][C:2]([NH:1][S:23]([CH:20]([CH3:22])[CH3:21])(=[O:25])=[O:24])=[CH:3][C:4]=2[C:16]([F:19])([F:17])[F:18])=[CH:9][CH:10]=1)#[N:15]. Reported procedure: 5-[4-amino-2-(trifluoromethyl)phenyl]-1-methyl-1H-pyrrole-2-carbonitrile (0.33 g, 1.25 mmol) was dissolved in isopropyl sulfonyl chloride (1.0 mL, 9.0 mmol), pyridine (0.5 mL) was added, and the mixture was heated to 100° C. for 6 hours. The mixture was cooled and diluted with water and extracted with ethyl acetate. The organics were combined, washed with water, brine, dried over MgSO4, and concentrated. Flash chromatography (0%-100% ethyl acetate in hexane) afforded N-[4-(5-cyano-1-methyl-1H-py... Yields the product FC1(c2ccc(C3=NOC(c4cc(Cl)c(Cl)c(Cl)c4)(C(F)(F)F)C3)cc2)CNC1. Reactants: ClCCl, CC(C)(C)OC(=O)N1CC(F)(c2ccc(C3=NOC(c4cc(Cl)c(Cl)c(Cl)c4)(C(F)(F)F)C3)cc2)C1, O=C(O)C(F)(F)F. RXN SMILES: [Cl:44][CH2:45][Cl:46].[F:1][C:2]1([c:13]2[cH:14][cH:15][c:16]([C:19]3=[N:20][O:21][C:22]([C:24]([F:25])([F:26])[F:27])([c:28]4[cH:29][c:30]([Cl:36])[c:31]([Cl:35])[c:32]([Cl:34])[cH:33]4)[CH2:23]3)[cH:17][cH:18]2)[CH2:3][N:4]([C:6]([O:7][C:8]([CH3:9])([CH3:10])[CH3:11])=[O:12])[CH2:5]1.[OH:37][C:38]([C:39]([F:40])([F:41])[F:42])=[O:43]>>[F:1][C:2]1([c:13]2[cH:14][cH:15][c:16]([C:19]3=[N:20][O:21][C:22]([C:24]([F:25])([F:26])[F:27])([c:28]4[cH:29][c:30]([Cl:36])[c:31]([Cl:35])[c:32]([Cl:34])[cH:33]4)[CH2:23]3)[cH:17][cH:18]2)[CH2:3][NH:4][CH2:5]1. Starting materials: CC(=O)O, CCOC(C)=O, COC(=O)C1CCC(c2ccc(OCc3ccccc3F)cn2)=N1, O=C(O)C(F)(F)F. Yields the product COC(=O)C1CCC(c2ccc(OCc3ccccc3F)cn2)N1. As a reaction SMILES: [CH3:25][C:26](=[O:27])[OH:28].[CH3:36][CH2:37][O:38][C:39](=[O:40])[CH3:41].[F:1][c:2]1[c:3]([CH2:8][O:9][c:10]2[cH:11][cH:12][c:13]([C:16]3=[N:20][CH:19]([C:21](=[O:22])[O:23][CH3:24])[CH2:18][CH2:17]3)[n:14][cH:15]2)[cH:4][cH:5][cH:6][cH:7]1.[OH:29][C:30]([C:31]([F:32])([F:33])[F:34])=[O:35]>>[F:1][c:2]1[c:3]([CH2:8][O:9][c:10]2[cH:11][cH:12][c:13]([CH:16]3[CH2:17][CH2:18][CH:19]([C:21](=[O:22])[O:23][CH3:24])[NH:20]3)[n:14][cH:15]2)[cH:4][cH:5][cH:6][cH:7]1. The reactants are CC(C)O, Cl, [K], [Na+], [OH-], O, CC(C)OC(=O)C(C(=O)OC(C)C)=C1SC=CS1. Yields the product CC(C)OC(=O)C(C(=O)O)=C1SC=CS1. Reaction SMILES: [CH:23]([OH:24])([CH3:25])[CH3:26].[ClH:22].[K:21].[Na+:20].[OH-:19].[OH2:27].[S:1]1[C:2](=[C:6]([C:7](=[O:8])[O:9][CH:10]([CH3:11])[CH3:12])[C:13](=[O:14])[O:15][CH:16]([CH3:17])[CH3:18])[S:3][CH:4]=[CH:5]1>>[S:1]1[C:2](=[C:6]([C:7](=[O:8])[O:9][CH:10]([CH3:11])[CH3:12])[C:13](=[O:14])[OH:15])[S:3][CH:4]=[CH:5]1. Reactants: C1(=CC=C(C=C1)S(=O)(=O)OCC1COC(OC1)(C)C)C ((2,2-dimethyl-1,3-dioxan-5-yl)methyl p-toluenesulfonate), C1(=CC=C(C=C1)S(=O)(=O)OC[C@H]1OC(OC1)(C)C)C ((S)-(+)-2,2-dimethyl-1,3-dioxolan-4-ylmethyl p-toluenesulfonate), FC1(CCC(CC1)C1=C(C(=NC=2CC(CC(C12)O)(C)C)C1CCN(CC1)C1=NC=C(C=N1)O)C(C1=CC=C(C=C1)C(F)(F)F)F)F ((−)-4-(4,4-Difluorocyclohexyl)-3-{fluoro[4-(trifluoromethyl)phenyl]methyl}-2-[1-(5-hydroxypyrimidin-2-yl)piperidin-4-yl]-7,7-dimethyl-5,6,7,8-tetrahydroquinolin-5-ol). The product is FC1(CCC(CC1)C1=C(C(=NC=2CC(CC(C12)O)(C)C)C1CCN(CC1)C1=NC=C(C=N1)OCC(CO)CO)C(C1=CC=C(C=C1)C(F)(F)F)F)F ((−)-4-(4,4-Difluorocyclohexyl)-3-{fluoro[4-(trifluoromethyl)phenyl]methyl}-2-(1-{5-[3-hydroxy-2-(hydroxymethyl)propoxy]pyrimidin-2-yl}piperidin-4-yl)-7,7-dimethyl-5,6,7,8-tetrahydroquinolin-5-ol), solid. The yield is 59.0%. Reaction SMILES: C1(C)C=CC(S([O:10][CH2:11][CH:12]2[CH2:17]OC(C)(C)[O:14][CH2:13]2)(=O)=O)=CC=1.C1(C)C=CC(S(OC[C@@H]2COC(C)(C)O2)(=O)=O)=CC=1.[F:40][C:41]1([F:85])[CH2:46][CH2:45][CH:44]([C:47]2[C:56]3[CH:55]([OH:57])[CH2:54][C:53]([CH3:59])([CH3:58])[CH2:52][C:51]=3[N:50]=[C:49]([CH:60]3[CH2:65][CH2:64][N:63]([C:66]4[N:71]=[CH:70][C:69]([OH:72])=[CH:68][N:67]=4)[CH2:62][CH2:61]3)[C:48]=2[CH:73]([F:84])[C:74]2[CH:79]=[CH:78][C:77]([C:80]([F:83])([F:82])[F:81])=[CH:76][CH:75]=2)[CH2:43][CH2:42]1>>[F:85][C:41]1([F:40])[CH2:42][CH2:43][CH:44]([C:47]2[C:56]3[CH:55]([OH:57])[CH2:54][C:53]([CH3:58])([CH3:59])[CH2:52][C:51]=3[N:50]=[C:49]([CH:60]3[CH2:61][CH2:62][N:63]([C:66]4[N:71]=[CH:70][C:69]([O:72][CH2:17][CH:12]([CH2:13][OH:14])[CH2:11][OH:10])=[CH:68][N:67]=4)[CH2:64][CH2:65]3)[C:48]=2[CH:73]([F:84])[C:74]2[CH:75]=[CH:76][C:77]([C:80]([F:82])([F:81])[F:83])=[CH:78][CH:79]=2)[CH2:45][CH2:46]1. Reported procedure: Reactions similar to those of Example 39 were performed except for using (2,2-dimethyl-1,3-dioxan-5-yl)methyl p-toluenesulfonate, which was synthesized with the method described in J. Dubois et al., Tetrahedron, 1991, Vol. 47, pp. 1001-1012, instead of (S)-(+)-2,2-dimethyl-1,3-dioxolan-4-ylmethyl p-toluenesulfonate, and from 4.04 g (6.23 mmol) of (−)-4-(4,4-Difluorocyclohexyl)-3-{fluoro[4-(trifluoromethyl)phenyl]methyl}-2-[1-(5-hydroxypyrimidin-2-yl)piperidin-4-yl]-7,7-dimethyl-5,6,7,8-tetrahydr...